This data is from the Open Reaction Database (ORD), a public repository of structured organic reaction records. The task is: describe an organic reaction: reactants, conditions, products, and yield Starting materials: C(C)(C)(C)OC(=O)NC(C(=O)OCN1C=C(C=2C1=NC=C(C2)C2=CC=C(C=C2)Cl)C(C2=C(C(=CC=C2F)NS(=O)(=O)CCC)F)=O)(C)C ((5-(4-chlorophenyl)-3-(2,6-difluoro-3-(propylsulfonamido)benzoyl)-1H-pyrrolo[2,3-b]pyridin-1-yl)methyl 2-((tert-butoxycarbonyl)amino)-2-methylpropanoate), Cl (HCl). Solvent: CCOC(=O)C (EtOAc). Product: Cl.NC(C(=O)OCN1C=C(C=2C1=NC=C(C2)C2=CC=C(C=C2)Cl)C(C2=C(C(=CC=C2F)NS(=O)(=O)CCC)F)=O)(C)C ((5-(4-chlorophenyl)-3-(2,6-difluoro-3-(propylsulfonamido)benzoyl)-1H-pyrrolo[2,3-b]pyridin-1-yl)methyl 2-amino-2-methylpropanoate hydrochloride). Isolated yield 145.5%. As a reaction SMILES: C(OC([NH:8][C:9]([CH3:48])([CH3:47])[C:10]([O:12][CH2:13][N:14]1[C:18]2=[N:19][CH:20]=[C:21]([C:23]3[CH:28]=[CH:27][C:26]([Cl:29])=[CH:25][CH:24]=3)[CH:22]=[C:17]2[C:16]([C:30](=[O:46])[C:31]2[C:36]([F:37])=[CH:35][CH:34]=[C:33]([NH:38][S:39]([CH2:42][CH2:43][CH3:44])(=[O:41])=[O:40])[C:32]=2[F:45])=[CH:15]1)=[O:11])=O)(C)(C)C.Cl>CCOC(C)=O>[ClH:29].[NH2:8][C:9]([CH3:47])([CH3:48])[C:10]([O:12][CH2:13][N:14]1[C:18]2=[N:19][CH:20]=[C:21]([C:23]3[CH:28]=[CH:27][C:26]([Cl:29])=[CH:25][CH:24]=3)[CH:22]=[C:17]2[C:16]([C:30](=[O:46])[C:31]2[C:36]([F:37])=[CH:35][CH:34]=[C:33]([NH:38][S:39]([CH2:42][CH2:43][CH3:44])(=[O:40])=[O:41])[C:32]=2[F:45])=[CH:15]1)=[O:11] |f:3.4|. Procedure details: A mixture of (5-(4-chlorophenyl)-3-(2,6-difluoro-3-(propylsulfonamido)benzoyl)-1H-pyrrolo[2,3-b]pyridin-1-yl)methyl 2-((tert-butoxycarbonyl)amino)-2-methylpropanoate (339 mg, 0.48 mmol) and a saturated solution of HCl in EtOAc (3 mL) was stirred at rt for 5 h. The resulting mixture was filtered to afford the title compound as a white solid (224 mg, 72.6%). The title compound was characterized by LC-MS and 1H NMR as shown below: Reactants: ClC=1C=C(C=C(C1F)C#N)C(F)(F)F (3-chloro-4-fluoro-5-cyano-trifluoromethylbenzene), ClC=1C=C(C=C(C1F)C#N)C(F)(F)F (3-chloro-4-fluoro-5-cyano-trifluoromethylbenzene), NC=1C=C(C=C(C1F)Cl)C(F)(F)F (3-amino-5-chloro-4-fluorotrifluoromethylbenzene), [Cu]C#N (copper (I) cyanide), CC1=C(N=CNC1=O)C(F)(F)F (5-methyl-4-trifluoromethylpyrimidin-6-one). Solvent: O (water), C(C)#N (acetonitrile), C(C)#N (acetonitrile). Reaction conditions: temperature 0 celsius, time 8 hour. Product: ClC1=C(C(=CC(=C1)C(F)(F)F)C#N)N1C=NC(=C(C1=O)C)C(F)(F)F (1-(2-Chloro-6-cyano-4-trifluoromethylphenyl)-5-methyl-4-trifluoromethylpyrimidin-6-one). RXN SMILES: [Cl:1][C:2]1[CH:3]=[C:4]([C:11]([F:14])([F:13])[F:12])[CH:5]=[C:6]([C:9]#[N:10])[C:7]=1F.NC1C=C(C(F)(F)F)C=C(Cl)C=1F.[Cu]C#N.[CH3:31][C:32]1[C:37](=[O:38])[NH:36][CH:35]=[N:34][C:33]=1[C:39]([F:42])([F:41])[F:40]>C(#N)C.O>[Cl:1][C:2]1[CH:3]=[C:4]([C:11]([F:14])([F:13])[F:12])[CH:5]=[C:6]([C:9]#[N:10])[C:7]=1[N:36]1[C:37](=[O:38])[C:32]([CH3:31])=[C:33]([C:39]([F:40])([F:41])[F:42])[N:34]=[CH:35]1. Procedure: 1-(2-Chloro-6-cyano-4-trifluoromethylphenyl)-5-methyl-4-trifluoromethylpyrimidin-6-one was prepared by the reaction of the product of Preparation 2 of EP 0 398 499 (i.e., 3-chloro-4-fluoro-5-cyano-trifluoromethylbenzene, produced as follows: A solution of 3-amino-5-chloro-4-fluorotrifluoromethylbenzene (3 g) in acetonitrile (10 ml) was added dropwise to a stirred suspension of copper (I) cyanide (1.26 g) in dry acetonitrile (50 ml) whilst the reaction temperature was maintained at 0° C. After th... Starting materials: FC1=C(C=C(C(=O)Cl)C=C1)[N+](=O)[O-] (4-Fluoro-3-nitro-benzoyl chloride), FC1=C(C=C(C=C1)N)C (4-Fluoro-3-methyl-phenylamine). Yields the product FC1=C(C=C(C(=O)NC2=CC(=C(C=C2)F)C)C=C1)[N+](=O)[O-] (4-Fluoro-N-(4-fluoro-3-methyl-phenyl)-3-nitro-benzamide). RXN SMILES: [F:1][C:2]1[CH:10]=[CH:9][C:5]([C:6](Cl)=[O:7])=[CH:4][C:3]=1[N+:11]([O-:13])=[O:12].[F:14][C:15]1[CH:20]=[CH:19][C:18]([NH2:21])=[CH:17][C:16]=1[CH3:22]>>[F:1][C:2]1[CH:10]=[CH:9][C:5]([C:6]([NH:21][C:18]2[CH:19]=[CH:20][C:15]([F:14])=[C:16]([CH3:22])[CH:17]=2)=[O:7])=[CH:4][C:3]=1[N+:11]([O-:13])=[O:12]. Reported procedure: A mixture of the product from Example 86A was reacted with 4-Fluoro-3-methyl-phenylamine to produce 4-Fluoro-N-(4-fluoro-3-methyl-phenyl)-3-nitro-benzamide according to the procedure of Example 86B, which was treated sequentially using the procedures from Examples 86C and 395D to provide the title product. Reactants: ClC=1C=C2C=3C=CN=CC3NC2=C(C1)NC(=O)[C@@H]1COC(CN1CC(=O)O)(C)C ([(S)-5-(6-Chloro-9H-beta-carbolin-8-ylcarbamoyl)-2,2-dimethyl-morpholin-4-yl]-acetic acid), N1CCOCC1 (morpholine), C(C)(=O)[O-].[NH4+] (ammonium acetate). Product: ClC=1C=C2C=3C=CN=CC3NC2=C(C1)NC(=O)[C@H]1N(CC(OC1)(C)C)CC(=O)N1CCOCC1 ((S)-6,6-Dimethyl-4-(2-morpholin-4-yl-2-oxo-ethyl)-morpholine-3-carboxylic acid (6-chloro-9H-beta-carbolin-8-yl)-amide). Isolated yield 86.0%. Reaction SMILES: [Cl:1][C:2]1[CH:3]=[C:4]2[C:12](=[C:13]([NH:15][C:16]([C@H:18]3[N:23]([CH2:24][C:25](O)=[O:26])[CH2:22][C:21]([CH3:29])([CH3:28])[O:20][CH2:19]3)=[O:17])[CH:14]=1)[NH:11][C:10]1[CH:9]=[N:8][CH:7]=[CH:6][C:5]2=1.[NH:30]1[CH2:35][CH2:34][O:33][CH2:32][CH2:31]1.C([O-])(=O)C.[NH4+]>>[Cl:1][C:2]1[CH:3]=[C:4]2[C:12](=[C:13]([NH:15][C:16]([C@@H:18]3[CH2:19][O:20][C:21]([CH3:29])([CH3:28])[CH2:22][N:23]3[CH2:24][C:25]([N:30]3[CH2:35][CH2:34][O:33][CH2:32][CH2:31]3)=[O:26])=[O:17])[CH:14]=1)[NH:11][C:10]1[CH:9]=[N:8][CH:7]=[CH:6][C:5]2=1 |f:2.3|. Procedure details: The desired compound was prepared according to Method F from [(S)-5-(6-Chloro-9H-beta-carbolin-8-ylcarbamoyl)-2,2-dimethyl-morpholin-4-yl]-acetic acid and morpholine in 86% yield. 1H-NMR (300 MHz, DMSO-d6): δ 1.17 (s,3H), 1.30 (s,3H), 2.19 (d,1H), 2.71 (d,1H), 3.03 (d,1H), 3.16 (d,1H), 3.22 (dd,1H), 3.45-3.72 (m,7H), 3.80-3.98 (m, 3H), 7.94 (d,1H), 8.15 (d,1H), 8.21 (d,1H), 8.37 (d,1H), 9.03 (s,1H), 10.35 (s,1H), 11.28 (s,1H). Retention Time (LC, method: ammonium acetate standard): 1.56 min. MS ... Reactants: Cc1cc(CO)cc(Br)n1, CS(=O)(=O)Cl, CCN(C(C)C)C(C)C, ClCCl. The product is Cc1cc(COS(C)(=O)=O)cc(Br)n1. RXN SMILES: [Br:1][c:2]1[n:3][c:4]([CH3:10])[cH:5][c:6]([CH2:8][OH:9])[cH:7]1.[CH3:20][S:21]([Cl:22])(=[O:23])=[O:24].[CH:11]([N:12]([CH2:13][CH3:14])[CH:15]([CH3:16])[CH3:17])([CH3:18])[CH3:19].[Cl:25][CH2:26][Cl:27]>>[Br:1][c:2]1[n:3][c:4]([CH3:10])[cH:5][c:6]([CH2:8][O:9][S:21]([CH3:20])(=[O:23])=[O:24])[cH:7]1. Reactants: FC=1C(=C(C(=C2C1C(=O)OC2=O)F)F)F (tetrafluorophthalic anhydride), C[C@@H](C1=CC=CC=C1)N ((S)-α-methylbenzylamine). Solvent: C(Cl)(Cl)Cl (chloroform). Run at temperature 180 celsius. Product: C1(=CC=CC=C1)[C@H](C)N1C(C2=C(C(=C(C(=C2C1=O)F)F)F)F)=O ((S)-2-(1-phenylethyl)-4,5,6,7-tetrafluoro-1H-isoindole-1,3-dione). Isolated yield 74.4%. RXN SMILES: [F:1][C:2]1[C:3]([F:15])=[C:4]([F:14])[C:5]([F:13])=[C:6]2[C:11](=[O:12])[O:10][C:8](=O)[C:7]=12.[CH3:16][C@H:17]([NH2:24])[C:18]1[CH:23]=[CH:22][CH:21]=[CH:20][CH:19]=1>C(Cl)(Cl)Cl>[C:18]1([C@@H:17]([N:24]2[C:11](=[O:12])[C:6]3[C:7](=[C:2]([F:1])[C:3]([F:15])=[C:4]([F:14])[C:5]=3[F:13])[C:8]2=[O:10])[CH3:16])[CH:23]=[CH:22][CH:21]=[CH:20][CH:19]=1. Procedure details: 220 mg of tetrafluorophthalic anhydride and 121 mg of (S)-α-methylbenzylamine were charged in an egg-plant type flask of 50 ml, followed by stirring under heating at a temperature of 180° C. for 2 hours. After cooled, the reaction product was dissolved in chloroform, purified by silica gel column chromatography (eluent; methylene chloride:methanol=30:1 v/v), recrystallized from a mixed solvent of n-hexane-ethyl acetate, to obtain 240 mg of the desired product as colorless needles. Yield: 74%. m....